The task is: describe an organic reaction: reactants, conditions, products, and yield. This data is from the Open Reaction Database (ORD), a public repository of structured organic reaction records. Starting materials: COC(C1=C(C(=CC(=C1)C1=CC(C(C(=C1)C)CC1=NC=CC=C1)=O)[N+](=O)[O-])N)=O (2-amino-5-(5-methyl-3-oxo-4-pyridin-2-ylmethyl-cyclohexa-1,5-dienyl)-3-nitro-benzoic acid methyl ester). The reagents and catalysts are [Pd] (palladium on carbon). Run in C(C)(=O)OCC (ethyl acetate). Run at time 24 hour. Product: COC(C1=C(C(=CC(=C1)C1=CC(C(C(=C1)C)CC1=NC=CC=C1)=O)N)N)=O (2,3-Diamino-5-(5-methyl-3-oxo-4-pyridin-2-ylmethyl-cyclohexa-1,5-dienyl)-benzoic acid methyl ester). Reaction SMILES: [CH3:1][O:2][C:3](=[O:29])[C:4]1[CH:9]=[C:8]([C:10]2[CH:15]=[C:14]([CH3:16])[CH:13]([CH2:17][C:18]3[CH:23]=[CH:22][CH:21]=[CH:20][N:19]=3)[C:12](=[O:24])[CH:11]=2)[CH:7]=[C:6]([N+:25]([O-])=O)[C:5]=1[NH2:28]>[Pd].C(OCC)(=O)C>[CH3:1][O:2][C:3](=[O:29])[C:4]1[CH:9]=[C:8]([C:10]2[CH:15]=[C:14]([CH3:16])[CH:13]([CH2:17][C:18]3[CH:23]=[CH:22][CH:21]=[CH:20][N:19]=3)[C:12](=[O:24])[CH:11]=2)[CH:7]=[C:6]([NH2:25])[C:5]=1[NH2:28]. Procedure: To a slurry of 10% palladium on carbon (0.045 g) in ethyl acetate (20 mL) was added 2-amino-5-(5-methyl-3-oxo-4-pyridin-2-ylmethyl-cyclohexa-1,5-dienyl)-3-nitro-benzoic acid methyl ester (0.176 g, 0.44 mmol). The resulting mixture was hydrogenated at 30 psi for 24 hours. The reaction was filtered, concentrated in vacuo, and the crude isolate purified (SiO2, 2 to 10% methanol in methylene chloride) to afford the title compound. 1H NMR (500 MHz, CDCl3) δ 2.5 (s, 3H), 3.99 (s, 3H), 5.3 (s, 2H), 5.3...